describe an organic reaction: reactants, conditions, products, and yield From a dataset of the Open Reaction Database (ORD), a public repository of structured organic reaction records. Reactants: ClC1=NC=CC(=C1)[N+](=O)[O-] (2-chloro-4-nitropyridine), C1(CC1)[B-](F)(F)F.[K+] (potassium cyclopropyltrifluoroborate), C12(CC3CC(CC(C1)C3)C2)C(CCCP)C23CC1CC(CC(C2)C1)C3 (di-1-adamantylbutylphosphine), C(=O)([O-])[O-].[Cs+].[Cs+] (Cs2CO3). Reagents/catalysts: C(C)(=O)[O-].[Pd+2].C(C)(=O)[O-] (palladium (II) acetate). Run in C1(=CC=CC=C1)C (toluene), O (water). Conditions: temperature 98 celsius. Yields the product C1(CC1)C1=NC=CC(=C1)[N+](=O)[O-] (2-Cyclopropyl-4-nitropyridine). Reaction SMILES: [CH:1]1([B-](F)(F)F)[CH2:3][CH2:2]1.[K+].C12(C(C34CC5CC(CC(C5)C3)C4)CCCP)CC3CC(CC(C3)C1)C2.C([O-])([O-])=O.[Cs+].[Cs+].Cl[C:41]1[CH:46]=[C:45]([N+:47]([O-:49])=[O:48])[CH:44]=[CH:43][N:42]=1>C1(C)C=CC=CC=1.O.C([O-])(=O)C.[Pd+2].C([O-])(=O)C>[CH:1]1([C:41]2[CH:46]=[C:45]([N+:47]([O-:49])=[O:48])[CH:44]=[CH:43][N:42]=2)[CH2:3][CH2:2]1 |f:0.1,3.4.5,9.10.11|. Procedure details: To a mixture of potassium cyclopropyltrifluoroborate (0.943 g, 6.37 mmol), palladium (II) acetate (0.0285 g, 0.126 mmol), di-1-adamantylbutylphosphine [CAS 321921-71-5] (0.0678 g, 0.189 mmol) and Cs2CO3 (6.165 g, 18.922 mmol) in toluene (20 ml) and water (4 ml) under a nitrogen atmosphere was added 2-chloro-4-nitropyridine (1 g, 6.307 mmo). The reaction mixture was heated at 98° C. for 2 days. After cooling, the mixture was washed with water. The organic phase was separated and dried (Na2SO4). T...